Task: describe an organic reaction: reactants, conditions, products, and yield. Dataset: the Open Reaction Database (ORD), a public repository of structured organic reaction records The solvent is C(Cl)Cl (methylene chloride). Conditions: time 48 hour. Starting materials: ClC(CC1C(CC12CCC2)=O)(Cl)Cl (1-(2',2',2'-trichloroethyl)spiro(3.3)heptan-2-one), ClC1=CC(=CC=C1)C(=O)OO (m-chloroperbenzoic acid). Reaction SMILES: [Cl:1][C:2]([Cl:13])([Cl:12])[CH2:3][CH:4]1[C:7]2([CH2:10][CH2:9][CH2:8]2)[CH2:6][C:5]1=[O:11].ClC1C=CC=C(C(OO)=[O:22])C=1>C(Cl)Cl>[Cl:12][C:2]([Cl:1])([Cl:13])[CH2:3][CH:4]1[O:22][C:5](=[O:11])[CH2:6][C:7]21[CH2:8][CH2:9][CH2:10]2. Reported procedure: 2.42 g (0.01 mol) of the 1-(2',2',2'-trichloroethyl)spiro(3.3)heptan-2-one produced according to Example 10 is placed into 30 ml of methylene chloride, and 2 g (0.012 mol) of m-chloroperbenzoic acid is added. The reaction mixture is subsequently stirred for 48 hours at room temperature (21°-26° C.), filtered, and then washed with methylene chloride. The filtrate is washed with cold (0°-5° C.) sodium carbonate solution and cold (0°-5° C.) water, dried over sodium sulphate and concentrated by evap... The product is ClC(CC1C2(CCC2)CC(O1)=O)(Cl)Cl (5-(2',2',2'-trichloroethyl)-6-oxaspiro(3.4)octan-7-one). The reactants are CN(C)Cc1ccc(NC(=O)C2=Cc3cc(-c4ccccc4)ccc3CC2)cc1, CI, CN(C)C=O. Product: C[N+](C)(C)Cc1ccc(NC(=O)C2=Cc3cc(-c4ccccc4)ccc3CC2)cc1, [I-]. Reaction SMILES: [CH3:1][N:2]([CH3:3])[CH2:4][c:5]1[cH:6][cH:7][c:8]([NH:11][C:12](=[O:13])[C:14]2=[CH:15][c:16]3[cH:17][c:18](-[c:24]4[cH:25][cH:26][cH:27][cH:28][cH:29]4)[cH:19][cH:20][c:21]3[CH2:22][CH2:23]2)[cH:9][cH:10]1.[CH3:30][I:31].[O:32]=[CH:33][N:34]([CH3:35])[CH3:36]>>[CH3:1][N+:2]([CH3:3])([CH2:4][c:5]1[cH:6][cH:7][c:8]([NH:11][C:12](=[O:13])[C:14]2=[CH:15][c:16]3[cH:17][c:18](-[c:24]4[cH:25][cH:26][cH:27][cH:28][cH:29]4)[cH:19][cH:20][c:21]3[CH2:22][CH2:23]2)[cH:9][cH:10]1)[CH3:30].[I-:31]. Reactants: CCCCCCCCCc1cnc(-c2ccc(C(=O)O)cc2)nc1, O=S(Cl)Cl. Product: CCCCCCCCCc1cnc(-c2ccc(C(=O)O)cc2)nc1, [Cl-]. Reaction SMILES: [CH2:1]([CH2:2][CH2:3][CH2:4][CH2:5][CH2:6][CH2:7][CH2:8][CH3:9])[c:10]1[cH:11][n:12][c:13](-[c:16]2[cH:17][cH:18][c:19]([C:20](=[O:21])[OH:22])[cH:23][cH:24]2)[n:14][cH:15]1.[S:25]([Cl:26])([Cl:27])=[O:28]>>[CH2:1]([CH2:2][CH2:3][CH2:4][CH2:5][CH2:6][CH2:7][CH2:8][CH3:9])[c:10]1[cH:11][n:12][c:13](-[c:16]2[cH:17][cH:18][c:19]([C:20](=[O:21])[OH:22])[cH:23][cH:24]2)[n:14][cH:15]1.[Cl-:27]. The reactants are N1=C(C=CC=C1)C1=CC=C(C=O)C=C1 (4-(pyridin-2-yl)benzaldehyde), O.NN (hydrazine hydrate). The solvent is CO (methanol), CO (methanol). Run at time 30 minute. The product is NN.N1=C(C=CC=C1)C1=CC=C(C=O)C=C1 (4-(pyridin-2-yl)benzaldehyde hydrazine). Yield: 100.0%. RXN SMILES: O.[NH2:2][NH2:3].[N:4]1[CH:9]=[CH:8][CH:7]=[CH:6][C:5]=1[C:10]1[CH:17]=[CH:16][C:13]([CH:14]=[O:15])=[CH:12][CH:11]=1>CO>[NH2:2][NH2:3].[N:4]1[CH:9]=[CH:8][CH:7]=[CH:6][C:5]=1[C:10]1[CH:11]=[CH:12][C:13]([CH:14]=[O:15])=[CH:16][CH:17]=1 |f:0.1,4.5|. Reported procedure: To a mixture of 80% hydrazine hydrate (1.64 g, 26.2 mmol) and methanol (5.0 ml) was dropwise added a solution of 4-(pyridin-2-yl)benzaldehyde (1.5 g, 8.2 mmol) in methanol (5.0 ml) at 25° C. over 10 minutes. After the dropwise addition, the mixture was stirred for 30 minutes. Methanol and excess hydrazine hydrate were evaporated under reduced pressure. The residue was crystallized and 4-(pyridin-2-yl)benzaldehyde hydrazine was obtained as crude crystals at a yield of 1.6 g (yield:100%). The perc...